This data is from the Open Reaction Database (ORD), a public repository of structured organic reaction records. The task is: describe an organic reaction: reactants, conditions, products, and yield The reactants are FC=1C=C(C(=CC1)N)NC1=CC=CC=C1 (4-fluoro-N2-phenylbenzene-1,2-diamine), C(C)(C)(C)OC(=O)N[C@H](C(=O)O)COCC ((S)-2-tertbutoxycarbonylamino-3-ethoxypropionic acid), C1=CC2=C(N=C1)N(N=N2)O (HOAt), Cl.CN(CCCN=C=NCC)C (N-(3-dimethylaminopropyl)-N′-ethylcarbodiimide hydrochloride). The solvent is C(Cl)Cl (DCM). Reaction conditions: temperature 0 celsius, time 1 hour. Product: C(C)(C)(C)OC(N[C@@H](COCC)C(NC1=C(C=C(C=C1)F)NC1=CC=CC=C1)=O)=O ([(S)-2-ethoxy-1-(4-fluoro-2-phenylaminophenylcarbamoyl)ethyl]carbamic acid tert-butyl ester). The yield is 65.9%. As a reaction SMILES: [F:1][C:2]1[CH:3]=[C:4]([NH:9][C:10]2[CH:15]=[CH:14][CH:13]=[CH:12][CH:11]=2)[C:5]([NH2:8])=[CH:6][CH:7]=1.[C:16]([O:20][C:21]([NH:23][C@@H:24]([CH2:28][O:29][CH2:30][CH3:31])[C:25](O)=[O:26])=[O:22])([CH3:19])([CH3:18])[CH3:17].C1C=NC2N(O)N=NC=2C=1.Cl.CN(C)CCCN=C=NCC>C(Cl)Cl>[C:16]([O:20][C:21](=[O:22])[NH:23][C@H:24]([C:25](=[O:26])[NH:8][C:5]1[CH:6]=[CH:7][C:2]([F:1])=[CH:3][C:4]=1[NH:9][C:10]1[CH:15]=[CH:14][CH:13]=[CH:12][CH:11]=1)[CH2:28][O:29][CH2:30][CH3:31])([CH3:17])([CH3:18])[CH3:19] |f:3.4|. Reported procedure: To a solution of 4-fluoro-N2-phenylbenzene-1,2-diamine (562 mg, 2.8 mmol) in DCM (18 mL) at 0° C. were added (S)-2-tertbutoxycarbonylamino-3-ethoxypropionic acid (720 mg, 3.1 mmol), HOAt (0.420 g, 3.1 mmol) and N-(3-dimethylaminopropyl)-N′-ethylcarbodiimide hydrochloride (0.59 g, 3.1 mmol) and the resulting mixture stirred at 0° C. for 1 h. The reaction mixture was partitioned between DCM and a saturated aqueous solution of NaHCO3. The organic fraction was washed with brine, dried (MgSO4), conce... The reactants are CN1N=CCC2=C1N=CN=C2C2=NC=CC=C2 (1-methyl-5-(pyridin-2-yl)-1,4-dihydropyrimido[4,5-c]pyridazine), [BH4-].[Na+] (sodium borohydride), B(O)(O)O (boric acid). Solvent: C1CCOC1 (THF). Reaction conditions: time 2 hour. Yields the product CN1NCCC2=C1N=CN=C2C2=NC=CC=C2 (1-methyl-5-(pyridin-2-yl)-1,2,3,4-tetrahydropyrimido[4,5-c]pyridazine). The yield is 34.7%. As a reaction SMILES: [CH3:1][N:2]1[C:7]2[N:8]=[CH:9][N:10]=[C:11]([C:12]3[CH:17]=[CH:16][CH:15]=[CH:14][N:13]=3)[C:6]=2[CH2:5][CH:4]=[N:3]1.[BH4-].[Na+].B(O)(O)O>C1COCC1>[CH3:1][N:2]1[C:7]2[N:8]=[CH:9][N:10]=[C:11]([C:12]3[CH:17]=[CH:16][CH:15]=[CH:14][N:13]=3)[C:6]=2[CH2:5][CH2:4][NH:3]1 |f:1.2|. Reported procedure: To a stirred solution of 1-methyl-5-(pyridin-2-yl)-1,4-dihydropyrimido[4,5-c]pyridazine (100 mg) in dry THF (5.0 mL), sodium borohydride (84 mg) was slowly added, followed by boric acid (137 mg) under nitrogen atmosphere at 0° C. The reaction mixture was stirred at room temperature for 2 hours and solvents were removed under reduced pressure. The resulting oil was diluted with dichloromethane (50 mL), washed with 10% NaHCO3 (10 mL) and brine (10 mL). The organic layer was dried over anhydrous Na...